From a dataset of the Open Reaction Database (ORD), a public repository of structured organic reaction records. describe an organic reaction: reactants, conditions, products, and yield Reactants: C(C)(=O)O (acetic acid), CO (methanol), CN1C(C=C(C2=CC=CC=C12)O)=O (1-methyl-4-hydroxy-2(1H)-quinolinone), N(=O)[O-].[Na+] (sodium nitrite). The solvent is O (water), C(C)(=O)OCC (ethyl acetate). Conditions: time 1.5 hour. Yields the product CN1C(C(C(C2=CC=CC=C12)=O)=NO)=O (1-Methyl-3-Oximino-Quinolin-2,4(1H)-Dione). Reaction SMILES: C(O)(=O)C.[CH3:5][N:6]1[C:15]2[C:10](=[CH:11][CH:12]=[CH:13][CH:14]=2)[C:9]([OH:16])=[CH:8][C:7]1=[O:17].[N:18]([O-])=[O:19].[Na+].CO>O.C(OCC)(=O)C>[CH3:5][N:6]1[C:15]2[C:10](=[CH:11][CH:12]=[CH:13][CH:14]=2)[C:9](=[O:16])[C:8](=[N:18][OH:19])[C:7]1=[O:17] |f:2.3|. Procedure: Glacial acetic acid (2.7 ml) was added with stirring to a solution of 1-methyl-4-hydroxy-2(1H)-quinolinone (1.75 gm, see G. M. Copploa, J. Org. Chem., 41, 825, (1976), already cited above) and sodium nitrite (0.8 gm) in a solvent mixture consisting of methanol (17.5 ml), ethyl acetate (20 ml) and water (10 ml) under nitrogen atmosphere. The reaction mixture was stirred for 1.5 hrs at room temperature and the organic solvents were then removed under reduced pressure. The resulting suspension was ... Isolated yield 32.3%. Conditions: time 18 hour. Product: C(C)(=O)OCCC(=C[C@H](C(=O)OCC)NC=O)CP(=O)(OC(C)C)OC(C)C (ethyl 6-acetoxy-2(R)-formylamino-4-diisopropylphosphonomethyl-hex-3-enoate). The reactants are C(C)(=O)OCCC(=C[C@H](C(=O)OCC)NC=O)CBr (ethyl 6-acetoxy-4-bromomethyl-2(R)-formylamino-hex-3-enoate), P(OC(C)C)(OC(C)C)OC(C)C (triisopropyl phosphite). Reaction SMILES: [C:1]([O:4][CH2:5][CH2:6][C:7]([CH2:18]Br)=[CH:8][C@@H:9]([NH:15][CH:16]=[O:17])[C:10]([O:12][CH2:13][CH3:14])=[O:11])(=[O:3])[CH3:2].[P:20]([O:29]C(C)C)([O:25][CH:26]([CH3:28])[CH3:27])[O:21][CH:22]([CH3:24])[CH3:23]>>[C:1]([O:4][CH2:5][CH2:6][C:7]([CH2:18][P:20]([O:25][CH:26]([CH3:28])[CH3:27])([O:21][CH:22]([CH3:24])[CH3:23])=[O:29])=[CH:8][C@@H:9]([NH:15][CH:16]=[O:17])[C:10]([O:12][CH2:13][CH3:14])=[O:11])(=[O:3])[CH3:2]. Procedure details: 21.2 g (63.1 mmol) of ethyl 6-acetoxy-4-bromomethyl-2(R)-formylamino-hex-3-enoate and 69.1 ml (252.2 mmol) of 90% triisopropyl phosphite are heated to 80° C. and the mixture is stirred for 18 hours under a pressure of 100-150 mbar. Excess triisopropyl phosphite is removed by distillation and the residue is purified by flash chromatography on silica gel with ethyl acetate/ethanol (19:1), giving 8.6 g of ethyl 6-acetoxy-2(R)-formylamino-4-diisopropylphosphonomethyl-hex-3-enoate a yellowish-orange ... Starting materials: N1CC=CC2=CC=CC=C12 (dihydroquinoline), CCO (EtOH), CCOC(=O)C (EtOAc). Reagents/catalysts: [Pd] (Pd/C). Conditions: time 4 hour. Yields the product CC1(NC2=CC=CC=C2CC1)C (1,2,3,4-Tetrahydro-2,2-dimethylquinoline). The yield is 99.0%. As a reaction SMILES: [NH:1]1[C:10]2[C:5](=[CH:6][CH:7]=[CH:8][CH:9]=2)[CH:4]=[CH:3]C1.[CH3:11][CH2:12]O.[CH3:14]COC(C)=O>[Pd]>[CH3:14][C:12]1([CH3:11])[CH2:3][CH2:4][C:5]2[C:10](=[CH:9][CH:8]=[CH:7][CH:6]=2)[NH:1]1. Reported procedure: In a 1 L r.b., a solution of the dihydroquinoline (16.2 g) in 1:1 EtOH:EtOAc (300 mL) was treated with 10% Pd/C (1.05 g) and stirred under an atmosphere of hydrogen. The reaction was monitored by 1H NMR and was complete after 4 h. The reaction mixture was purged, filtered through a pad of Celite, and the pad was rinsed with EtOAc (200 mL). Concentration of the filtrate afforded 16.2 g (99%) of the tetrahydroquinoline as a pale yellow oil. 1H NMR (400 MHz, CDCl3) 6.98 (m, 2H), 6.60 (t, J=7.3, 1H)... Starting materials: COCCOCCOCCCl, ClCCl, [Na], OCCOCCO. Product: COCCOCCOCCOCCOCCO. Reaction SMILES: [CH2:9]([CH2:10][O:11][CH2:12][CH2:13][O:14][CH2:15][CH2:16][O:17][CH3:18])[Cl:19].[Cl:20][CH2:21][Cl:22].[Na:1].[OH:2][CH2:3][CH2:4][O:5][CH2:6][CH2:7][OH:8]>>[OH:2][CH2:3][CH2:4][O:5][CH2:6][CH2:7][O:8][CH2:9][CH2:10][O:11][CH2:12][CH2:13][O:14][CH2:15][CH2:16][O:17][CH3:18]. Starting materials: CN1CCN(c2ccc(NC(=O)OC(C)(C)C)cc2Cl)CC1, Cl, [Na+], O=C([O-])O, C1COCCO1, O. The product is CN1CCN(c2ccc(N)cc2Cl)CC1. RXN SMILES: [C:1]([O:2][C:3](=[O:4])[NH:7][c:8]1[cH:9][c:10]([Cl:21])[c:11]([N:14]2[CH2:15][CH2:16][N:17]([CH3:20])[CH2:18][CH2:19]2)[cH:12][cH:13]1)([CH3:5])([CH3:6])[CH3:22].[ClH:29].[Na+:28].[O-:24][C:25]([OH:26])=[O:27].[O:30]1[CH2:31][CH2:32][O:33][CH2:34][CH2:35]1.[OH2:23]>>[NH2:7][c:8]1[cH:9][c:10]([Cl:21])[c:11]([N:14]2[CH2:15][CH2:16][N:17]([CH3:20])[CH2:18][CH2:19]2)[cH:12][cH:13]1. The reactants are CO, COC(=O)C1CC(SCc2ccc(OC)cc2)CN1C, Cl, [Na+], [OH-]. Product: COc1ccc(CSC2CC(C(=O)O)N(C)C2)cc1. As a reaction SMILES: [CH3:24][OH:25].[CH3:3][O:4][c:5]1[cH:6][cH:7][c:8]([CH2:9][S:10][CH:11]2[CH2:12][CH:13]([C:17](=[O:18])[O:19][CH3:20])[N:14]([CH3:16])[CH2:15]2)[cH:21][cH:22]1.[ClH:23].[Na+:2].[OH-:1]>>[CH3:3][O:4][c:5]1[cH:6][cH:7][c:8]([CH2:9][S:10][CH:11]2[CH2:12][CH:13]([C:17](=[O:18])[OH:19])[N:14]([CH3:16])[CH2:15]2)[cH:21][cH:22]1. Reactants: CC=1C2=C(SC1C1NCCNC1)C=CC=C2 (2-(3-methylbenzo[b]thien-2-yl)piperazine), ClC1=C(C=C2C(C(=CN(C2=C1)CC)C(=O)O)=O)F (7-chloro-1-ethyl-6-fluoro-1,4-dihydro-4-oxo-3-quinolinecarboxylic acid). RXN SMILES: [CH3:1][C:2]1[C:3]2[CH:16]=[CH:15][CH:14]=[CH:13][C:4]=2[S:5][C:6]=1[CH:7]1[CH2:12][NH:11][CH2:10][CH2:9][NH:8]1.Cl[C:18]1[CH:27]=[C:26]2[C:21]([C:22](=[O:33])[C:23]([C:30]([OH:32])=[O:31])=[CH:24][N:25]2[CH2:28][CH3:29])=[CH:20][C:19]=1[F:34]>N1C=CC=CC=1>[CH2:28]([N:25]1[C:26]2[C:21](=[CH:20][C:19]([F:34])=[C:18]([N:11]3[CH2:10][CH2:9][NH:8][CH:7]([C:6]4[S:5][C:4]5[CH:13]=[CH:14][CH:15]=[CH:16][C:3]=5[C:2]=4[CH3:1])[CH2:12]3)[CH:27]=2)[C:22](=[O:33])[C:23]([C:30]([OH:32])=[O:31])=[CH:24]1)[CH3:29]. Yields the product C(C)N1C=C(C(C2=CC(=C(C=C12)N1CC(NCC1)C1=C(C2=C(S1)C=CC=C2)C)F)=O)C(=O)O (1-Ethyl-6-fluoro-1,4-dihydro-7-[3-(3-methylbenzo[b]-thien-2-yl)-1-piperazinyl]-4-oxo-3-quinolinecarboxylic acid). Reported procedure: A 2 g portion of 2-(3-methylbenzo[b]thien-2-yl)piperazine was added to 7 ml of pyridine. A 780 mg portion of 7-chloro-1-ethyl-6-fluoro-1,4-dihydro-4-oxo-3-quinolinecarboxylic acid was added and the mixture was heated in a pressure bottle, under argon at 120°-130° C. for 18 hours. The solid was collected, washed with pyridine, then ether and recrystallized from dimethylformamide, giving 540 mg of the desired product, mp 302°-304° C. (dec.). Solvent: N1=CC=CC=C1 (pyridine).